From a dataset of the Open Reaction Database (ORD), a public repository of structured organic reaction records. describe an organic reaction: reactants, conditions, products, and yield Starting materials: C(C)OC(C(C(=O)OCC)NC(C)=O)=O (2-Acetylaminopropanedioic acid diethyl ester), [O-]CC.[Na+] (sodium ethoxide), BrC(C)C1=CC=CC2=CC=CC=C12 (1-(1-bromoethyl)naphthalene). Solvent: C(C)O (ethanol). Conditions: time 10 minute. The product is C(C)OC(C(C(=O)OCC)(C(C)C1=CC=CC2=CC=CC=C12)NC(C)=O)=O (2-acetylamino-2-[1-(1-naphthyl)ethyl]propanedioic acid diethyl ester). RXN SMILES: [CH2:1]([O:3][C:4](=[O:15])[CH:5]([NH:11][C:12](=[O:14])[CH3:13])[C:6]([O:8][CH2:9][CH3:10])=[O:7])[CH3:2].[O-]CC.[Na+].Br[CH:21]([C:23]1[C:32]2[C:27](=[CH:28][CH:29]=[CH:30][CH:31]=2)[CH:26]=[CH:25][CH:24]=1)[CH3:22]>C(O)C>[CH2:9]([O:8][C:6](=[O:7])[C:5]([NH:11][C:12](=[O:14])[CH3:13])([CH:21]([C:23]1[C:32]2[C:27](=[CH:28][CH:29]=[CH:30][CH:31]=2)[CH:26]=[CH:25][CH:24]=1)[CH3:22])[C:4]([O:3][CH2:1][CH3:2])=[O:15])[CH3:10] |f:1.2|. Procedure details: 2-Acetylaminopropanedioic acid diethyl ester (20.8 g) was added to a solution of sodium ethoxide in ethanol (prepared from sodium (2.2 g) and ethanol (100 ml)). After the mixture was stirred for 10 minutes at ambient temperature, 1-(1-bromoethyl)naphthalene was added. The reaction mixture was stirred for 18 hours at room temperature. The precipitated solid was collected by filtration and dissolved in chloroform. The chloroform solution was dried over magnesium sulfate and evaporated to give 2-ac... The reactants are [BH4-], CCOC(=O)c1sc(S(C)(=O)=O)c(C#N)c1-c1ccc(-c2ccccc2C#N)cc1, CCO, [Na+]. Product: CCOC(=O)c1scc(C#N)c1-c1ccc(-c2ccccc2C#N)cc1. As a reaction SMILES: [BH4-:1].[CH2:3]([CH3:4])[O:5][C:6](=[O:7])[c:8]1[s:9][c:10]([S:29]([CH3:30])(=[O:31])=[O:32])[c:11]([C:27]#[N:28])[c:12]1-[c:13]1[cH:14][cH:15][c:16](-[c:19]2[c:20]([C:25]#[N:26])[cH:21][cH:22][cH:23][cH:24]2)[cH:17][cH:18]1.[CH3:33][CH2:34][OH:35].[Na+:2]>>[CH2:3]([CH3:4])[O:5][C:6](=[O:7])[c:8]1[s:9][cH:10][c:11]([C:27]#[N:28])[c:12]1-[c:13]1[cH:14][cH:15][c:16](-[c:19]2[c:20]([C:25]#[N:26])[cH:21][cH:22][cH:23][cH:24]2)[cH:17][cH:18]1.